This data is from the Open Reaction Database (ORD), a public repository of structured organic reaction records. The task is: describe an organic reaction: reactants, conditions, products, and yield The reactants are ClC=1C=C(CC=2C(=NNC2CC)CC)C=C(C1)Cl (4-(3,5-Dichlorobenzyl)-3,5-diethyl-1H-pyrazole), Cl.ClCCN (2-chloroethylamine hydrochloride). Reaction conditions: temperature 150 celsius. The product is ClC=1C=C(CC=2C(=NN(C2CC)CCN)CC)C=C(C1)Cl (2-[4-(3,5-Dichlorobenzyl)-3,5-diethyl-1H-pyrazol-1-yl]ethanamine). Yield: 53.5%. RXN SMILES: [Cl:1][C:2]1[CH:3]=[C:4]([CH:15]=[C:16]([Cl:18])[CH:17]=1)[CH2:5][C:6]1[C:7]([CH2:13][CH3:14])=[N:8][NH:9][C:10]=1[CH2:11][CH3:12].Cl.Cl[CH2:21][CH2:22][NH2:23]>>[Cl:1][C:2]1[CH:3]=[C:4]([CH:15]=[C:16]([Cl:18])[CH:17]=1)[CH2:5][C:6]1[C:10]([CH2:11][CH3:12])=[N:9][N:8]([CH2:21][CH2:22][NH2:23])[C:7]=1[CH2:13][CH3:14] |f:1.2|. Procedure details: The pyrazole of Example 11 (5.47 g, 19.3 mmol) was mixed with 2-chloroethylamine hydrochloride (2.46 g, 21.3 mmol) and heated neat at 150° C. for 20 hours. After cooling, the solid was partitioned between dichloromethane and 10% aqueous potassium carbonate solution. The organic extract was concentrated under reduced pressure. The crude material was purified by flash chromatography on silica gel eluting with a solvent gradient of dichloromethane:methanol:ammonia (95:5:0, by volume) gradually chan... The reactants are C(C)(C)(C)O[C@H](C(=O)O)C1=C(C2=C(N=C(S2)N2CC(N(CC2)C(=O)OC(C)(C)C)C=2C=C3C=NN(C3=CC2)C)C=C1C)C1=CC=C(C=C1)Cl ((2S)-2-tert-butoxy-2-(2-(4-(tert-butoxycarbonyl)-3-(1-methyl-1H-indazol-5-yl)piperazin-1-yl)-7-(4-chlorophenyl)-5-methylbenzo[d]thiazol-6-yl)acetic acid), Cl (hydrochloric acid), CC(C)O (2-propanol). Run at time 24 hour. The product is C(C)(C)(C)O[C@H](C(=O)O)C1=C(C2=C(N=C(S2)N2CC(NCC2)C=2C=C3C=NN(C3=CC2)C)C=C1C)C1=CC=C(C=C1)Cl ((2S)-2-tert-butoxy-2-(7-(4-chlorophenyl)-5-methyl-2-(3-(1-methyl-1H-indazol-5-yl)piperazin-1-yl)benzo[d]thiazol-6-yl)acetic acid). As a reaction SMILES: [C:1]([O:5][C@@H:6]([C:10]1[C:41]([CH3:42])=[CH:40][C:13]2[N:14]=[C:15]([N:17]3[CH2:22][CH2:21][N:20](C(OC(C)(C)C)=O)[CH:19]([C:30]4[CH:31]=[C:32]5[C:36](=[CH:37][CH:38]=4)[N:35]([CH3:39])[N:34]=[CH:33]5)[CH2:18]3)[S:16][C:12]=2[C:11]=1[C:43]1[CH:48]=[CH:47][C:46]([Cl:49])=[CH:45][CH:44]=1)[C:7]([OH:9])=[O:8])([CH3:4])([CH3:3])[CH3:2].Cl.CC(O)C>>[C:1]([O:5][C@@H:6]([C:10]1[C:41]([CH3:42])=[CH:40][C:13]2[N:14]=[C:15]([N:17]3[CH2:22][CH2:21][NH:20][CH:19]([C:30]4[CH:31]=[C:32]5[C:36](=[CH:37][CH:38]=4)[N:35]([CH3:39])[N:34]=[CH:33]5)[CH2:18]3)[S:16][C:12]=2[C:11]=1[C:43]1[CH:44]=[CH:45][C:46]([Cl:49])=[CH:47][CH:48]=1)[C:7]([OH:9])=[O:8])([CH3:4])([CH3:2])[CH3:3]. Procedure details: To (2S)-2-tert-butoxy-2-(2-(4-(tert-butoxycarbonyl)-3-(1-methyl-1H-indazol-5-yl)piperazin-1-yl)-7-(4-chlorophenyl)-5-methylbenzo[d]thiazol-6-yl)acetic acid (4 mg) was added hydrochloric acid in 2-propanol (3 mL, 0.5 N, 1.5 mmol). The mixture was stirred for 24 hours. Concentration and purification with reverse phase HPLC gave (2S)-2-tert-butoxy-2-(7-(4-chlorophenyl)-5-methyl-2-(3-(1-methyl-1H-indazol-5-yl)piperazin-1-yl)benzo[d]thiazol-6-yl)acetic acid. LCMS-ESI+: calc'd for C32H35ClN5O3S: 604.2... Starting materials: CCOC(=O)c1cc2ccc3c(c2cc1O)OC(n1cccc1)=C(C#N)C3c1cccc([N+](=O)[O-])c1, C1CCOC1, CC(=O)O, [Cl-], [Li+], [Li+], [Na+], [OH-], [OH-], O, O. Product: N#CC1=C(n2cccc2)Oc2c(ccc3cc(C(=O)O)c(O)cc23)C1c1cccc([N+](=O)[O-])c1. RXN SMILES: [C:1](#[N:2])[C:3]1=[C:8]([n:9]2[cH:10][cH:11][cH:12][cH:13]2)[O:7][c:6]2[c:5]([cH:21][cH:20][c:19]3[c:14]2[cH:15][c:16]([OH:27])[c:17]([C:22](=[O:23])[O:24][CH2:25][CH3:26])[cH:18]3)[CH:4]1[c:28]1[cH:29][c:30]([N+:34](=[O:35])[O-:36])[cH:31][cH:32][cH:33]1.[CH2:44]1[O:45][CH2:46][CH2:47][CH2:48]1.[CH3:49][C:50](=[O:51])[OH:52].[Cl-:43].[Li+:39].[Li+:40].[Na+:42].[OH-:38].[OH-:41].[OH2:37].[OH2:53]>>[C:1](#[N:2])[C:3]1=[C:8]([n:9]2[cH:10][cH:11][cH:12][cH:13]2)[O:7][c:6]2[c:5]([cH:21][cH:20][c:19]3[c:14]2[cH:15][c:16]([OH:27])[c:17]([C:22](=[O:23])[OH:24])[cH:18]3)[CH:4]1[c:28]1[cH:29][c:30]([N+:34](=[O:35])[O-:36])[cH:31][cH:32][cH:33]1. Starting materials: CCOC(=O)C(c1ccc2ccccc2c1)c1nc(NC(=O)C(Cc2c[nH]c3ccccc23)NC(=O)C(C)(C)NC(=O)OC(C)(C)C)c[nH]1, [Li+], C1COCCO1, [OH-], O. Yields the product CC(C)(C)OC(=O)NC(C)(C)C(=O)NC(Cc1c[nH]c2ccccc12)C(=O)Nc1c[nH]c(C(C(=O)O)c2ccc3ccccc3c2)n1. RXN SMILES: [C:1]([CH3:2])([CH3:3])([CH3:4])[O:5][C:6](=[O:7])[NH:8][C:9]([C:10](=[O:11])[NH:12][CH:13]([C:14](=[O:15])[NH:16][c:17]1[n:18][c:19]([CH:22]([C:23](=[O:24])[O:25][CH2:26][CH3:27])[c:28]2[cH:29][c:30]3[cH:31][cH:32][cH:33][cH:34][c:35]3[cH:36][cH:37]2)[nH:20][cH:21]1)[CH2:38][c:39]1[cH:40][nH:41][c:42]2[cH:43][cH:44][cH:45][cH:46][c:47]12)([CH3:48])[CH3:49].[Li+:50].[O:52]1[CH2:53][CH2:54][O:55][CH2:56][CH2:57]1.[OH-:51].[OH2:58]>>[C:1]([CH3:2])([CH3:3])([CH3:4])[O:5][C:6](=[O:7])[NH:8][C:9]([C:10](=[O:11])[NH:12][CH:13]([C:14](=[O:15])[NH:16][c:17]1[n:18][c:19]([CH:22]([C:23](=[O:24])[OH:25])[c:28]2[cH:29][c:30]3[cH:31][cH:32][cH:33][cH:34][c:35]3[cH:36][cH:37]2)[nH:20][cH:21]1)[CH2:38][c:39]1[cH:40][nH:41][c:42]2[cH:43][cH:44][cH:45][cH:46][c:47]12)([CH3:48])[CH3:49]. Starting materials: ClC1=CC(=CC(=N1)N1CCOCC1)C1=CC(=C(C=C1)F)Cl (4-[6-chloro-4-(3-chloro-4-fluoro-phenyl)pyridin-2-yl]-morpholine), C(C)OC(C1=CN=C(C(=C1)Cl)N1CCNCC1)=O (5-chloro-6-piperazin-1-yl-nicotinic acid ethyl ester), CC(C)(C)[O-].[K+] (t-BuOK), C=1C=CC(=CC1)P(C=2C=CC=CC2)C3=CC=C4C=CC=CC4=C3C5=C6C=CC=CC6=CC=C5P(C=7C=CC=CC7)C=8C=CC=CC8 (BINAP). Reagents/catalysts: C=1C=CC(=CC1)/C=C/C(=O)/C=C/C2=CC=CC=C2.C=1C=CC(=CC1)/C=C/C(=O)/C=C/C2=CC=CC=C2.C=1C=CC(=CC1)/C=C/C(=O)/C=C/C2=CC=CC=C2.[Pd].[Pd] (Pd2(dba)3). Run in C1(=CC=CC=C1)C (toluene). Reaction conditions: temperature 80 celsius, time 16 hour. Yields the product C(C)OC(C1=CN=C(C(=C1)Cl)N1CCN(CC1)C1=NC(=CC(=C1)C1=CC(=C(C=C1)F)Cl)N1CCOCC1)=O (5-Chloro-6-{4-[4-(3-chloro-4-fluoro-phenyl)-6-morpholin-4-yl-pyridin-2-yl]-piperazin-1-yl}-nicotinic acid ethyl ester). Reaction SMILES: Cl[C:2]1[N:7]=[C:6]([N:8]2[CH2:13][CH2:12][O:11][CH2:10][CH2:9]2)[CH:5]=[C:4]([C:14]2[CH:19]=[CH:18][C:17]([F:20])=[C:16]([Cl:21])[CH:15]=2)[CH:3]=1.[CH2:22]([O:24][C:25](=[O:39])[C:26]1[CH:31]=[C:30]([Cl:32])[C:29]([N:33]2[CH2:38][CH2:37][NH:36][CH2:35][CH2:34]2)=[N:28][CH:27]=1)[CH3:23].CC([O-])(C)C.[K+].C1C=CC(P(C2C(C3C(P(C4C=CC=CC=4)C4C=CC=CC=4)=CC=C4C=3C=CC=C4)=C3C(C=CC=C3)=CC=2)C2C=CC=CC=2)=CC=1>C1(C)C=CC=CC=1.C1C=CC(/C=C/C(/C=C/C2C=CC=CC=2)=O)=CC=1.C1C=CC(/C=C/C(/C=C/C2C=CC=CC=2)=O)=CC=1.C1C=CC(/C=C/C(/C=C/C2C=CC=CC=2)=O)=CC=1.[Pd].[Pd]>[CH2:22]([O:24][C:25](=[O:39])[C:26]1[CH:31]=[C:30]([Cl:32])[C:29]([N:33]2[CH2:38][CH2:37][N:36]([C:2]3[CH:3]=[C:4]([C:14]4[CH:19]=[CH:18][C:17]([F:20])=[C:16]([Cl:21])[CH:15]=4)[CH:5]=[C:6]([N:8]4[CH2:13][CH2:12][O:11][CH2:10][CH2:9]4)[N:7]=3)[CH2:35][CH2:34]2)=[N:28][CH:27]=1)[CH3:23] |f:2.3,6.7.8.9.10|. Procedure details: To a de-gassed mixture of 4-[6-chloro-4-(3-chloro-4-fluoro-phenyl)pyridin-2-yl]-morpholine (50 mg, 0.153 mmol)), 5-chloro-6-piperazin-1-yl-nicotinic acid ethyl ester (0.183 mmol), and 1M (THF) t-BuOK (0.183 mmol), in toluene (3 mL) under nitrogen add Pd2(dba)3 (0.006 mmol) and BINAP (0.008 mmol). Stir the mixture at 80° C. for 16 h, concentrate, and extract with EtOAc. Dry over Na2SO4, concentrate under vacuum, and purify by preparative TLC (3:1 hexanes/EtOAc) to give the title ester. The reactants are [N+](=O)([O-])C1=CC=C(C#N)C=C1 (4-Nitrobenzonitrile), CC(=O)C1=C(C=CC=C1Cl)Cl (2,6-dichlorophenyl methyl ketone), C(C)(=O)[O-].C(C)(=O)[O-].C1(=CC=CC=C1)[I+2] (phenyliodine (III) diacetate), FC(F)(F)S(=O)(=O)O (trifluoromethylsulfonic acid), Heterocyclic. Yields the product ClC1=C(C(=CC=C1)Cl)C1=CN=C(O1)C1=CC=C(C=C1)[N+](=O)[O-] (5-(2,6-dichlorophenyl)-2-(4-nitrophenyl)-1,3-oxazole). Reaction SMILES: [N+:1]([C:4]1[CH:11]=[CH:10][C:7]([C:8]#[N:9])=[CH:6][CH:5]=1)([O-:3])=[O:2].[CH3:12][C:13]([C:15]1[C:20]([Cl:21])=[CH:19][CH:18]=[CH:17][C:16]=1[Cl:22])=[O:14].C([O-])(=O)C.C([O-])(=O)C.C1([I+2])C=CC=CC=1.FC(S(O)(=O)=O)(F)F>>[Cl:21][C:20]1[CH:19]=[CH:18][CH:17]=[C:16]([Cl:22])[C:15]=1[C:13]1[O:14][C:8]([C:7]2[CH:6]=[CH:5][C:4]([N+:1]([O-:3])=[O:2])=[CH:11][CH:10]=2)=[N:9][CH:12]=1 |f:2.3.4|. Procedure: 4-Nitrobenzonitrile and 2,6-dichlorophenyl methyl ketone can be reacted with phenyliodine (III) diacetate and trifluoromethylsulfonic acid by the method of R. S. Varma, et al, J. Heterocyclic Chem., 1998, 35(6), 1533–1534 to give 5-(2,6-dichlorophenyl)-2-(4-nitrophenyl)-1,3-oxazole. The nitrophenyl group can be reduced to the corresponding aniline with tin (II) dichloride or iron powder and ammonium chloride. Reaction of this aniline with 2,2-dichloroacetyl chloride and triethylamine can then gi...